From a dataset of the Open Reaction Database (ORD), a public repository of structured organic reaction records. describe an organic reaction: reactants, conditions, products, and yield Reaction SMILES: [CH3:16][CH2:17][OH:18].[CH3:1][O:2][c:3]1[c:4]([C:5]#[N:6])[c:7]([CH3:12])[cH:8][c:9]([CH3:11])[n:10]1.[K+:14].[OH-:13].[OH2:15]>>[CH3:1][O:2][c:3]1[c:4]([C:5](=[O:13])[OH:15])[c:7]([CH3:12])[cH:8][c:9]([CH3:11])[n:10]1. Starting materials: CCO, COc1nc(C)cc(C)c1C#N, [K+], [OH-], O. Product: COc1nc(C)cc(C)c1C(=O)O. Starting materials: OCCCOC1=CC=C(C=C1)C1C(CN(CC1)C(=O)OC(C)(C)C)OCC1=C(C2=CC=CC=C2C=C1)OC (tert-butyl (3RS,4RS)-4-[4-(3-hydroxy-propoxy)-phenyl]-3-(1-methoxy-naphthalen-2-ylmethoxy)-piperidine-1-carboxylate), S1C(=NC2=C1C=CC=C2)SSC=2SC1=C(N2)C=CC=C1 (bis-(benzothiazol-2-yl) disulphide), Example 1 ( g ), Example 7 ( f ), COC1=C(C=CC2=CC=CC=C12)CBr (1-methoxy-2-bromomethyl-naphthalene), C1(=CC=C(C=C1)S(=O)(=O)[O-])C.[NH+]1=CC=CC=C1 (pyridinium (toluene-4-sulphonate)), tert-butyl (3RS,4RS)- and (3SR,4SR)-3-hydroxy-4-[4-[3-[(RS)-tetrahydro-pyran-2-yloxy]-propoxy]-phenyl]-piperidine-1-carboxylate, Example 57 ( a ), tert-butyl (3RS,4RS)- and (3SR,4SR)-3-(1-methoxy-naphthalen-2-ylmethoxy)-4-[4-[3-[(RS)-tetrahydro-pyran-2-yloxy]-propoxy]-phenyl]-piperidine-1-carboxylate. Solvent: C(C)O (ethanol). Yields the product S1C(=NC2=C1C=CC=C2)S(=O)(=O)CCCOC2=CC=C(C=C2)C2C(CN(CC2)C(=O)OC(C)(C)C)OCC2=C(C1=CC=CC=C1C=C2)OC (tert-butyl (3RS,4RS)-4-[4-[3-(benzothiazol-2-ylsulphonyl)-propoxy]-phenyl]-3-(1-methoxy-naphthalen-2-ylmethoxy)-piperidine-1-carboxylate). As a reaction SMILES: COC1C2C(=CC=CC=2)C=CC=1CBr.C1(C)C=C[C:18]([S:21]([O-:24])(=O)=[O:22])=CC=1.[NH+:26]1[CH:31]=[CH:30][CH:29]=[CH:28][CH:27]=1.O[CH2:33][CH2:34][CH2:35][O:36][C:37]1[CH:42]=[CH:41][C:40]([CH:43]2[CH2:48][CH2:47][N:46]([C:49]([O:51][C:52]([CH3:55])([CH3:54])[CH3:53])=[O:50])[CH2:45][CH:44]2[O:56][CH2:57][C:58]2[CH:67]=[CH:66][C:65]3[C:60](=[CH:61][CH:62]=[CH:63][CH:64]=3)[C:59]=2[O:68][CH3:69])=[CH:39][CH:38]=1.[S:70]1C2C=CC=CC=2N=[C:71]1SSC1SC2C=CC=CC=2N=1>C(O)C>[S:70]1[C:71]2[CH:27]=[CH:28][CH:29]=[CH:30][C:31]=2[N:26]=[C:18]1[S:21]([CH2:33][CH2:34][CH2:35][O:36][C:37]1[CH:42]=[CH:41][C:40]([CH:43]2[CH2:48][CH2:47][N:46]([C:49]([O:51][C:52]([CH3:54])([CH3:55])[CH3:53])=[O:50])[CH2:45][CH:44]2[O:56][CH2:57][C:58]2[CH:67]=[CH:66][C:65]3[C:60](=[CH:61][CH:62]=[CH:63][CH:64]=3)[C:59]=2[O:68][CH3:69])=[CH:39][CH:38]=1)(=[O:24])=[O:22] |f:1.2|. Procedure details: In an analogous manner to that described in Example 1 (g), by alkylating a mixture of tert-butyl (3RS,4RS)- and (3SR,4SR)-3-hydroxy-4-[4-[3-[(RS)-tetrahydro-pyran-2-yloxy]-propoxy]-phenyl]-piperidine-1-carboxylate [Example 57 (a)] with 1-methoxy-2-bromomethyl-naphthalene [Example 7 (f)] there was obtained a mixture of tert-butyl (3RS,4RS)- and (3SR,4SR)-3-(1-methoxy-naphthalen-2-ylmethoxy)-4-[4-[3-[(RS)-tetrahydro-pyran-2-yloxy]-propoxy]-phenyl]-piperidine-1-carboxylate. Cleavage of the THP grou... The reactants are ClC1=C(C=CC=C1)O (2-chlorophenol), BrCl (bromine chloride). The solvent is C(Cl)(Cl)(Cl)Cl (carbon tetrachloride). Yields the product BrC1=C(C(=CC=C1)Cl)O (2-bromo-6-chlorophenol), BrC1=CC(=C(C=C1)O)Cl (4-bromo-2-chlorophenol). Reaction SMILES: [Cl:1][C:2]1[CH:7]=[CH:6][CH:5]=[CH:4][C:3]=1[OH:8].[Br:9]Cl>C(Cl)(Cl)(Cl)Cl>[Br:9][C:4]1[CH:5]=[CH:6][CH:7]=[C:2]([Cl:1])[C:3]=1[OH:8].[Br:9][C:6]1[CH:5]=[CH:4][C:3]([OH:8])=[C:2]([Cl:1])[CH:7]=1. Reported procedure: Furthermore, it is known from the U.S. Pat. No. 3,449,443 that on reaction of 2-chlorophenol with bromine chloride in carbon tetrachloride at 0° C. there is formed, besides 74% of theory of 2-bromo-6-chlorophenol, only 22% of theory 4-bromo-2-chlorophenol; and at 23° to 26° C. there is formed, besides 61.7% of theory of 2-bromo-6-chlorophenol, only 26.3% of theory of 4-bromo-2-chlorophenol. Reactants: ClC1=CC=C(C=C1)[C@@H](C)NC=1C2=C(N=CN1)CCNC2 ((R)-N-(1-(4-chlorophenyl)ethyl)-5,6,7,8-tetrahydropyrido[4,3-d]pyrimidin-4-amine), BrC1=NC=C(C=C1)Cl (2-bromo-5-chloropyridine), CC1(C2=C(C(=CC=C2)P(C3=CC=CC=C3)C4=CC=CC=C4)OC5=C(C=CC=C51)P(C6=CC=CC=C6)C7=CC=CC=C7)C (xantphos), CC(C)([O-])C.[Na+] (sodium tert-butoxide). Reagents/catalysts: C=1C=CC(=CC1)/C=C/C(=O)/C=C/C2=CC=CC=C2.C=1C=CC(=CC1)/C=C/C(=O)/C=C/C2=CC=CC=C2.C=1C=CC(=CC1)/C=C/C(=O)/C=C/C2=CC=CC=C2.[Pd].[Pd] (tris(dibenzylideneacetone)dipalladium(0)). Solvent: C1(=CC=CC=C1)C (toluene). Conditions: temperature 100 celsius. Product: ClC1=CC=C(C=C1)[C@@H](C)NC=1C2=C(N=CN1)CCN(C2)C2=NC=C(C=C2)Cl ((R)-N-(1-(4-Chlorophenyl)ethyl)-6-(5-chloropyridin-2-yl)-5,6,7,8-tetrahydropyrido[4,3-d]pyrimidin-4-amine). Reaction SMILES: [Cl:1][C:2]1[CH:7]=[CH:6][C:5]([C@H:8]([NH:10][C:11]2[C:12]3[CH2:20][NH:19][CH2:18][CH2:17][C:13]=3[N:14]=[CH:15][N:16]=2)[CH3:9])=[CH:4][CH:3]=1.Br[C:22]1[CH:27]=[CH:26][C:25]([Cl:28])=[CH:24][N:23]=1.CC1(C)C2C(=C(P(C3C=CC=CC=3)C3C=CC=CC=3)C=CC=2)OC2C(P(C3C=CC=CC=3)C3C=CC=CC=3)=CC=CC1=2.CC(C)([O-])C.[Na+]>C1C=CC(/C=C/C(/C=C/C2C=CC=CC=2)=O)=CC=1.C1C=CC(/C=C/C(/C=C/C2C=CC=CC=2)=O)=CC=1.C1C=CC(/C=C/C(/C=C/C2C=CC=CC=2)=O)=CC=1.[Pd].[Pd].C1(C)C=CC=CC=1>[Cl:1][C:2]1[CH:7]=[CH:6][C:5]([C@H:8]([NH:10][C:11]2[C:12]3[CH2:20][N:19]([C:22]4[CH:27]=[CH:26][C:25]([Cl:28])=[CH:24][N:23]=4)[CH2:18][CH2:17][C:13]=3[N:14]=[CH:15][N:16]=2)[CH3:9])=[CH:4][CH:3]=1 |f:3.4,5.6.7.8.9|. Procedure details: A mixture of (R)-N-(1-(4-chlorophenyl)ethyl)-5,6,7,8-tetrahydropyrido[4,3-d]pyrimidin-4-amine (80.0 mg, 0.277 mmol), 2-bromo-5-chloropyridine (69 mg, 0.36 mmol), dry toluene (5 mL), xantphos (10 mg, 0.02 mmol), sodium tert-butoxide (40 mg, 0.42 mmol), and tris(dibenzylideneacetone)dipalladium(0) (6.3 mg, 0.0069 mmol) under N2 was heated in an oil bath at 100° C. for 1.5 h. The mixture was absorbed on silica gel and purified by column (0-5% MeOH/CH2Cl2) to afford a light tan powder. Starting materials: CO (methanol), O1CCCC1 (tetrahydrofuran), FC1=NC=C(C=C1F)C(F)(F)F (2,3-difluoro-5-(trifluoromethyl)-pyridine), CO (methanol). Conditions: temperature 60 celsius, time 10 minute. Product: COC1=NC=C(C=C1OC)C(F)(F)F (2,3-Dimethoxy-5-(trifluoromethyl)pyridine). RXN SMILES: [CH3:1][OH:2].F[C:4]1[C:9](F)=[CH:8][C:7]([C:11]([F:14])([F:13])[F:12])=[CH:6][N:5]=1.[O:15]1[CH2:19]CCC1>>[CH3:1][O:2][C:4]1[C:9]([O:15][CH3:19])=[CH:8][C:7]([C:11]([F:14])([F:13])[F:12])=[CH:6][N:5]=1. Procedure: Sodium hydride in an oil dispersion (8.0 g of 60 percent, 0.20 mol) was extracted with hexane to remove oil and suspended in 30 ml of tetrahydrofuran and to this 5.5 ml (0.14 mol) of anhydrous methanol was added dropwise with stirring. After about 10 min, 9.16 g (0.05 mol) of 2,3-difluoro-5-(trifluoromethyl)-pyridine was added. An exothermic reaction ensued which increased the temperature to about 60° C. The mixture was then heated at reflux for 6 hours and then a small amount of methanol was ad...